From a dataset of the Open Reaction Database (ORD), a public repository of structured organic reaction records. describe an organic reaction: reactants, conditions, products, and yield The reactants are CCN1CC(C)n2c(c(OC)c3c(=O)[nH]cc(C(=O)OC)c32)C1=O, C1CCOC1, C[Si](C)(C)[N-][Si](C)(C)C, Fc1ccc(CBr)cc1Cl, [Li+], CN(C)C=O. Product: CCN1CC(C)n2c(c(OC)c3c(=O)n(Cc4ccc(F)c(Cl)c4)cc(C(=O)OC)c32)C1=O. As a reaction SMILES: [CH2:1]([CH3:2])[N:3]1[C:4](=[O:24])[c:5]2[n:6]([c:10]3[c:11]([c:12]2[O:13][CH3:14])[c:15](=[O:23])[nH:16][cH:17][c:18]3[C:19](=[O:20])[O:21][CH3:22])[CH:7]([CH3:9])[CH2:8]1.[CH2:35]1[O:36][CH2:37][CH2:38][CH2:39]1.[CH3:25][Si:26]([N-:27][Si:28]([CH3:29])([CH3:30])[CH3:31])([CH3:32])[CH3:33].[Cl:40][c:41]1[cH:42][c:43]([CH2:44][Br:45])[cH:46][cH:47][c:48]1[F:49].[Li+:34].[O:50]=[CH:51][N:52]([CH3:53])[CH3:54]>>[CH2:1]([CH3:2])[N:3]1[C:4](=[O:24])[c:5]2[n:6]([c:10]3[c:11]([c:12]2[O:13][CH3:14])[c:15](=[O:23])[n:16]([CH2:44][c:43]2[cH:42][c:41]([Cl:40])[c:48]([F:49])[cH:47][cH:46]2)[cH:17][c:18]3[C:19](=[O:20])[O:21][CH3:22])[CH:7]([CH3:9])[CH2:8]1. The reactants are CC#N, O=C1CCC(=O)N1I, CCCNc1nn2ccnc2s1. The product is CCCNc1nn2c(I)cnc2s1. Reaction SMILES: [CH3:21][C:22]#[N:23].[I:13][N:14]1[C:15](=[O:16])[CH2:17][CH2:18][C:19]1=[O:20].[s:1]1[c:2]2[n:3]([n:4][c:5]1[NH:6][CH2:7][CH2:8][CH3:9])[cH:10][cH:11][n:12]2>>[s:1]1[c:2]2[n:3]([n:4][c:5]1[NH:6][CH2:7][CH2:8][CH3:9])[c:10]([I:13])[cH:11][n:12]2. RXN SMILES: C(#N)C=C.CCCCC=C.[CH:11]1[C:24]2[NH:23][C:22]3C(=CC=[CH:20][CH:21]=3)S[C:15]=2[CH:14]=[CH:13][CH:12]=1.S(=O)(=O)(O)[OH:26]>>[CH3:15][CH:24]([NH:23][C:22](=[O:26])[CH:21]=[CH2:20])[CH2:11][CH2:12][CH2:13][CH3:14]. The reactants are C(C=C)#N (acrylonitrile), S(O)(O)(=O)=O (sulfuric acid), CCCCC=C (hexene-1), C1=CC=CC=2SC3=CC=CC=C3NC12 (phenothiazine). Product: CC(CCCC)NC(C=C)=O (N-(α-methylpentyl)acrylamide). Procedure: Following a procedure analogous to that of Examples 1 and 2 from 530 pbw of acrylonitrile, 841.6 pbw hexene-1, 1.0 pbw phenothiazine and 1300 pbw 83% sulfuric acid, there is obtained 1010 pbw of the title product. Reactants: COCCN1N=C(C=C1)C(=O)OCC (Ethyl 1-(2-methoxyethyl)-1H-pyrazole-3-carboxylate), [OH-].[Na+] (sodium hydroxide). The solvent is C(C)O (ethanol), O (water). Conditions: time 3 hour. The product is COCCN1N=C(C=C1)C(=O)O (1-(2-Methoxyethyl)-1H-pyrazole-3-carboxylic acid). The yield is 101.2%. RXN SMILES: [CH3:1][O:2][CH2:3][CH2:4][N:5]1[CH:9]=[CH:8][C:7]([C:10]([O:12]CC)=[O:11])=[N:6]1.[OH-].[Na+]>C(O)C.O>[CH3:1][O:2][CH2:3][CH2:4][N:5]1[CH:9]=[CH:8][C:7]([C:10]([OH:12])=[O:11])=[N:6]1 |f:1.2|. Procedure: Ethyl 1-(2-methoxyethyl)-1H-pyrazole-3-carboxylate (Preparation 28, 360 mg, 1.8 mmol) was dissolved in ethanol (6 ml), a solution of sodium hydroxide (90 mg, 2.3 mmol) in water (3 ml) was added and the solution was stirred at room temperature for 3 hours. The ethanol was removed in vacuo and the residue was acidified with 2M HCl (approximately 1.5 ml), the aqueous solution was evaporated to dryness in vacuo and the residue was extracted with a mixture of dichloromethane (15 ml) and 3 drops of me... Starting materials: C1(=CC=CC=C1)S(=O)(=O)N1C(=CC2=CC=CC=C12)S(=O)(=O)Cl (1-phenylsulfonyl-1H-indole-2-sulfonyl chloride), N (ammonia). The solvent is C1CCOC1 (THF). Yields the product C1(=CC=CC=C1)S(=O)(=O)N1C(=CC2=CC=CC=C12)S(=O)(=O)N (1-phenylsulfonyl-1H-indole-2-sulfonamide). The yield is 97.2%. As a reaction SMILES: [C:1]1([S:7]([N:10]2[C:18]3[C:13](=[CH:14][CH:15]=[CH:16][CH:17]=3)[CH:12]=[C:11]2[S:19](Cl)(=[O:21])=[O:20])(=[O:9])=[O:8])[CH:6]=[CH:5][CH:4]=[CH:3][CH:2]=1.[NH3:23]>C1COCC1>[C:1]1([S:7]([N:10]2[C:18]3[C:13](=[CH:14][CH:15]=[CH:16][CH:17]=3)[CH:12]=[C:11]2[S:19]([NH2:23])(=[O:21])=[O:20])(=[O:9])=[O:8])[CH:6]=[CH:5][CH:4]=[CH:3][CH:2]=1. Procedure: To a stirred solution of 10 g (0.0281 mole) of 1-phenylsulfonyl-1H-indole-2-sulfonyl chloride in 150 ml anhydrous THF was added at -78° 4 ml (0.192 mole) of anhydrous ammonia. The resulting slurry was allowed to warm to room temperature over 30 minutes, then was sparged with nitrogen to remove excess ammonia. The slurry was filtered and the filtrate evaporated in vacuo to afford 9.19 g of tan solid, m.p. 199°-200.5°, 1H NMR (CDCl3 /DMSO-d6) δ7.23-7.77 (m, 9H), 8.1-8.28 (m, 3H C-3 proton and SO2N...